From a dataset of the Open Reaction Database (ORD), a public repository of structured organic reaction records. describe an organic reaction: reactants, conditions, products, and yield Starting materials: O (water), C(C1=CC=CC=C1)OCCOC(CC(=O)C)=O (acetoacetic acid 2-benzyloxyethyl ester), FC(C1=C(C=O)C=CC=C1)(F)F (o-trifluoromethyl benzaldehyde), N (ammonia). The solvent is C(C)O (ethanol). Yields the product C(C1=CC=CC=C1)OCCOC(=O)C1=C(NC(=C(C1C1=C(C=CC=C1)C(F)(F)F)C(=O)OCCOCC1=CC=CC=C1)C)C (1,4-dihydro-2,6-dimethyl-4-(2-trifluoromethylphenyl)pyridine 3,5-dicarboxylic acid bis-(2-benzyloxyethyl)ester). RXN SMILES: [CH2:1]([O:8][CH2:9][CH2:10][O:11][C:12](=[O:17])[CH2:13][C:14]([CH3:16])=O)[C:2]1[CH:7]=[CH:6][CH:5]=[CH:4][CH:3]=1.[F:18][C:19]([F:29])([F:28])[C:20]1[CH:27]=[CH:26][CH:25]=[CH:24][C:21]=1[CH:22]=O.[NH3:30].[OH2:31]>C(O)C>[CH2:1]([O:8][CH2:9][CH2:10][O:11][C:12]([C:13]1[CH:22]([C:21]2[CH:24]=[CH:25][CH:26]=[CH:27][C:20]=2[C:19]([F:29])([F:28])[F:18])[C:13]([C:12]([O:11][CH2:10][CH2:9][O:8][CH2:1][C:2]2[CH:3]=[CH:4][CH:5]=[CH:6][CH:7]=2)=[O:31])=[C:14]([CH3:16])[NH:30][C:14]=1[CH3:16])=[O:17])[C:2]1[CH:7]=[CH:6][CH:5]=[CH:4][CH:3]=1. Reported procedure: A mixture of acetoacetic acid 2-benzyloxyethyl ester (30 g), o-trifluoromethyl benzaldehyde (11.2 g) and concentrated ammonia (8.0 ml of density 0.88) in ethanol (100 ml) was stirred under reflux for 24 hours and then poured into ice and water. The yellow oil which precipitated was separated, and solidified on addition of ethanol. Recrystallisation from ethanol gave 1,4-dihydro-2,6-dimethyl-4-(2-trifluoromethylphenyl)pyridine 3,5-dicarboxylic acid bis-(2-benzyloxyethyl)ester (10.4 g), as white c... The reactants are IC=1C(=NC(=NC1)N1CCCCC1)NC=1C=NC(=CC1)OC (5-iodo-N-(6-methoxypyridin-3-yl)-2-(piperidin-1-yl)pyrimidin-4-amine), CC1=NC(=NC(=N1)SC)[Sn](CCCC)(CCCC)CCCC (2-methyl-4-(methylthio)-6-(tributylstannyl)-1,3,5-triazine), [F-].[Cs+] (cesium fluoride), O1CCOCC1 (dioxane). The reagents and catalysts are [Cu]I (copper(I) iodide), C=1C=CC(=CC1)[P](C=2C=CC=CC2)(C=3C=CC=CC3)[Pd]([P](C=4C=CC=CC4)(C=5C=CC=CC5)C=6C=CC=CC6)([P](C=7C=CC=CC7)(C=8C=CC=CC8)C=9C=CC=CC9)[P](C=1C=CC=CC1)(C=1C=CC=CC1)C=1C=CC=CC1 (tetrakis(triphenylphosphine)palladium(0)). Run in O (water). Conditions: temperature 140 celsius. Yields the product COC1=CC=C(C=N1)NC1=NC(=NC=C1C1=NC(=NC(=N1)C)SC)N1CCCCC1 (N-(6-methoxypyridin-3-yl)-5-(4-methyl-6-(methylthio)-1,3,5-triazin-2-yl)-2-(piperidin-1-yl)pyrimidin-4-amine). Yield: 21.7%. RXN SMILES: I[C:2]1[C:3]([NH:14][C:15]2[CH:16]=[N:17][C:18]([O:21][CH3:22])=[CH:19][CH:20]=2)=[N:4][C:5]([N:8]2[CH2:13][CH2:12][CH2:11][CH2:10][CH2:9]2)=[N:6][CH:7]=1.[CH3:23][C:24]1[N:29]=[C:28]([S:30][CH3:31])[N:27]=[C:26]([Sn](CCCC)(CCCC)CCCC)[N:25]=1.[F-].[Cs+].O1CCOCC1>O.[Cu]I.C1C=CC([P]([Pd]([P](C2C=CC=CC=2)(C2C=CC=CC=2)C2C=CC=CC=2)([P](C2C=CC=CC=2)(C2C=CC=CC=2)C2C=CC=CC=2)[P](C2C=CC=CC=2)(C2C=CC=CC=2)C2C=CC=CC=2)(C2C=CC=CC=2)C2C=CC=CC=2)=CC=1>[CH3:22][O:21][C:18]1[N:17]=[CH:16][C:15]([NH:14][C:3]2[C:2]([C:26]3[N:25]=[C:24]([CH3:23])[N:29]=[C:28]([S:30][CH3:31])[N:27]=3)=[CH:7][N:6]=[C:5]([N:8]3[CH2:13][CH2:12][CH2:11][CH2:10][CH2:9]3)[N:4]=2)=[CH:20][CH:19]=1 |f:2.3,^1:59,61,80,99|. Reported procedure: A glass microwave reaction vessel was charged with 5-iodo-N-(6-methoxypyridin-3-yl)-2-(piperidin-1-yl)pyrimidin-4-amine (161 mg, 0.391 mmol), 2-methyl-4-(methylthio)-6-(tributylstannyl)-1,3,5-triazine (168 mg, 0.391 mmol), cesium fluoride (119 mg, 0.783 mmol), copper(I) iodide (15 mg, 0.078 mmol), tetrakis(triphenylphosphine)palladium(0) (45.2 mg, 0.039 mmol) and dioxane (2 mL). The reaction mixture was stirred and heated in a Emrys Optimizer microwave reactor (Personal Chemistry, Biotage AB, In... The reactants are ClC1=CC(=C(C=C1F)C(=N)N)F (4-chloro-2,5-difluorobenzenecarboxamidine), O=C1C(CSC1)C(=O)OCC (ethyl 4-oxotetrahydrothiophene-3-carboxylate), C[O-].[Na+] (NaOMe). Solvent: CO (MeOH). Run at time 19 hour. Product: ClC1=CC(=C(C=C1F)C1=NC(C2=C(N1)CSC2)=O)F (2-(4-chloro-2,5-difluorophenyl)-5,7-dihydrothieno[3,4-d]pyrimidin-4(1H)-one). RXN SMILES: [Cl:1][C:2]1[C:7]([F:8])=[CH:6][C:5]([C:9]([NH2:11])=[NH:10])=[C:4]([F:12])[CH:3]=1.O=[C:14]1[CH2:18][S:17][CH2:16][CH:15]1[C:19](OCC)=[O:20].C[O-].[Na+]>CO>[Cl:1][C:2]1[C:7]([F:8])=[CH:6][C:5]([C:9]2[NH:11][C:14]3[CH2:18][S:17][CH2:16][C:15]=3[C:19](=[O:20])[N:10]=2)=[C:4]([F:12])[CH:3]=1 |f:2.3|. Procedure details: A mixture of 4-chloro-2,5-difluorobenzenecarboxamidine, ethyl 4-oxotetrahydrothiophene-3-carboxylate, NaOMe, and MeOH was stirred at ambient temperature for 19 hours and then at 60° C. for 5 hours to yield 2-(4-chloro-2,5-difluorophenyl)-5,7-dihydrothieno[3,4-d]pyrimidin-4(1H)-one. Reactants: C1CCOC1, [Li]CCCC, CCCCCC, CC(C)NC(C)C, CCOC(=O)Cl, [Na+], O=C([O-])O, O=C(O)c1cccs1. Product: CCOC(=O)c1ccc(C(=O)O)s1. As a reaction SMILES: [CH2:38]1[O:39][CH2:40][CH2:41][CH2:42]1.[CH2:8]([Li:9])[CH2:10][CH2:11][CH3:12].[CH3:13][CH2:14][CH2:15][CH2:16][CH2:17][CH3:18].[CH:1]([NH:2][CH:3]([CH3:4])[CH3:5])([CH3:6])[CH3:7].[Cl:27][C:28](=[O:29])[O:30][CH2:31][CH3:32].[Na+:37].[O-:33][C:34]([OH:35])=[O:36].[s:19]1[c:20]([C:24](=[O:25])[OH:26])[cH:21][cH:22][cH:23]1>>[s:19]1[c:20]([C:24](=[O:25])[OH:26])[cH:21][cH:22][c:23]1[C:28](=[O:29])[O:30][CH2:31][CH3:32]. The reactants are COCC(CCOC1=CC=CC2=CC=CC=C12)N(C=O)C (N-[1-(Methoxymethyl)-3(1-naphthyloxy)propyl]-N-methylformamide), [H-].[H-].[H-].[H-].[Li+].[Al+3] (LiAlH4). Product: COCC(CCOC1=CC=CC2=CC=CC=C12)N(C)C (1-Methoxy-N,N-dimethyl-4-(1-naphthyloxy)-2-butanamine). RXN SMILES: [CH3:1][O:2][CH2:3][CH:4]([N:18]([CH3:21])[CH:19]=O)[CH2:5][CH2:6][O:7][C:8]1[C:17]2[C:12](=[CH:13][CH:14]=[CH:15][CH:16]=2)[CH:11]=[CH:10][CH:9]=1.[H-].[H-].[H-].[H-].[Li+].[Al+3]>>[CH3:1][O:2][CH2:3][CH:4]([N:18]([CH3:21])[CH3:19])[CH2:5][CH2:6][O:7][C:8]1[C:17]2[C:12](=[CH:13][CH:14]=[CH:15][CH:16]=2)[CH:11]=[CH:10][CH:9]=1 |f:1.2.3.4.5.6|. Reported procedure: N-[1-(Methoxymethyl)-3(1-naphthyloxy)propyl]-N-methylformamide, described in Example 8, is reduced with LiAlH4 in the manner described in Example 4 to give the title compound, nmr (CDCl3) δ 2.05 (m, 2H), 2.35 (s, 6H), 3.0 (s, 1H), 3.35 (s, 3H), 3.5 (m, 2H), 4.25 (t, J = 5.5Hz, 2H) and 6.75-8.4 (7H). The reactants are C1(=CC=CC=C1)C=1N=C(OC1C1=CC=CC=C1)SCCCCCCCC(=O)OC (Methyl 8-[(4,5-diphenyl-2-oxazolyl)thio]octanoate), O.[OH-].[Li+] (lithium hydroxide monohydrate). The solvent is CO (methanol), O (water). The product is C1(=CC=CC=C1)C=1N=C(OC1C1=CC=CC=C1)SCCCCCCCC(=O)O (8-[(4,5-diphenyl-2-oxazolyl)thio]octanoic acid). Yield: 0.1%. Reaction SMILES: [C:1]1([C:7]2[N:8]=[C:9]([S:18][CH2:19][CH2:20][CH2:21][CH2:22][CH2:23][CH2:24][CH2:25][C:26]([O:28]C)=[O:27])[O:10][C:11]=2[C:12]2[CH:17]=[CH:16][CH:15]=[CH:14][CH:13]=2)[CH:6]=[CH:5][CH:4]=[CH:3][CH:2]=1.O.[OH-].[Li+]>CO.O>[C:1]1([C:7]2[N:8]=[C:9]([S:18][CH2:19][CH2:20][CH2:21][CH2:22][CH2:23][CH2:24][CH2:25][C:26]([OH:28])=[O:27])[O:10][C:11]=2[C:12]2[CH:17]=[CH:16][CH:15]=[CH:14][CH:13]=2)[CH:2]=[CH:3][CH:4]=[CH:5][CH:6]=1 |f:1.2.3|. Procedure details: Methyl 8-[(4,5-diphenyl-2-oxazolyl)thio]octanoate (2.0 g, 4.9 mol) was dissolved in methanol (30 mL). A solution of lithium hydroxide monohydrate (0.41 g, 9.8 mmol) in water (8 mL) was added and the mixture heated to reflux for 1 hour. After cooling to room temperature, the methanol was removed in vacuo, the residue diluted with water and acidified to about pH 2 using dilute hydrochloric acid solution. The mixture was extracted with EtOAc, the combined extracts dried over MgSO4 and concentrated....